Dataset: the Open Reaction Database (ORD), a public repository of structured organic reaction records. Task: describe an organic reaction: reactants, conditions, products, and yield The reactants are [N+](=O)([O-])C1=C(OCC#N)C=C(C(=C1)[N+](=O)[O-])Cl (2,4-dinitro-5-chlorophenoxyacetonitrile), [F-].[K+] (potassium fluoride), ice water. Solvent: CS(=O)C (dimethylsulfoxide). Reaction conditions: time 1 hour. Product: [N+](=O)([O-])C1=C(OCC#N)C=C(C(=C1)[N+](=O)[O-])F (2,4-dinitro-5-fluorophenoxyacetonitrile). Yield: 89.3%. RXN SMILES: [N+:1]([C:4]1[CH:13]=[C:12]([N+:14]([O-:16])=[O:15])[C:11](Cl)=[CH:10][C:5]=1[O:6][CH2:7][C:8]#[N:9])([O-:3])=[O:2].[F-:18].[K+]>CS(C)=O>[N+:1]([C:4]1[CH:13]=[C:12]([N+:14]([O-:16])=[O:15])[C:11]([F:18])=[CH:10][C:5]=1[O:6][CH2:7][C:8]#[N:9])([O-:3])=[O:2] |f:1.2|. Procedure details: A suspension of 2,4-dinitro-5-chlorophenoxyacetonitrile (5.0 g) and potassium fluoride (1.7 g) in dimethylsulfoxide (25 g) was stirred at 83° to 85° C. for 1 hour. The reaction mixture was poured into ice-water (300 ml) and extracted with ethyl acetate. The organic layer was washed with water, dried over magnesium sulfate and concentrated. The precipitated crystals were collected by filtration and washed with ether to give crystalline 2,4-dinitro-5-fluorophenoxyacetonitrile (4.18 g; yield, 89.3%... Reactants: CCOC(=O)C12CC1C=CCCN(S(=O)(=O)c1ccccc1[N+](=O)[O-])CCC(NC(=O)OC(C)(C)C)C(=O)N1CC(OC(=O)N3Cc4cccc(F)c4C3)CC1C(=O)N2, C1CCOC1, [Na+], [OH-], O. Product: CC(C)(C)OC(=O)NC1CCN(S(=O)(=O)c2ccccc2[N+](=O)[O-])CCC=CC2CC2(C(=O)O)NC(=O)C2CC(OC(=O)N3Cc4cccc(F)c4C3)CN2C1=O. Reaction SMILES: [C:1]([CH3:2])([CH3:3])([CH3:4])[O:5][C:6](=[O:7])[NH:8][CH:9]1[C:10](=[O:59])[N:11]2[CH:12]([C:13](=[O:42])[NH:14][C:15]3([C:37](=[O:38])[O:39][CH2:40][CH3:41])[CH:16]([CH:17]=[CH:18][CH2:19][CH2:20][N:21]([S:24](=[O:25])(=[O:26])[c:27]4[c:28]([N+:33](=[O:34])[O-:35])[cH:29][cH:30][cH:31][cH:32]4)[CH2:22][CH2:23]1)[CH2:36]3)[CH2:43][CH:44]([O:46][C:47](=[O:48])[N:49]1[CH2:50][c:51]3[cH:52][cH:53][cH:54][c:55]([F:58])[c:56]3[CH2:57]1)[CH2:45]2.[CH2:62]1[O:63][CH2:64][CH2:65][CH2:66]1.[Na+:61].[OH-:60].[OH2:67]>>[C:1]([CH3:2])([CH3:3])([CH3:4])[O:5][C:6](=[O:7])[NH:8][CH:9]1[C:10](=[O:59])[N:11]2[CH:12]([C:13](=[O:42])[NH:14][C:15]3([C:37](=[O:38])[OH:39])[CH:16]([CH:17]=[CH:18][CH2:19][CH2:20][N:21]([S:24](=[O:25])(=[O:26])[c:27]4[c:28]([N+:33](=[O:34])[O-:35])[cH:29][cH:30][cH:31][cH:32]4)[CH2:22][CH2:23]1)[CH2:36]3)[CH2:43][CH:44]([O:46][C:47](=[O:48])[N:49]1[CH2:50][c:51]3[cH:52][cH:53][cH:54][c:55]([F:58])[c:56]3[CH2:57]1)[CH2:45]2. The reactants are FC1=C(C(=CC=C1)OC)C1=CN(C=2N=CN=C(C21)N[C@@H](C)C2=NN1C(C(N2C2=CC=CC=C2)=O)=C(C=C1)C)COCC[Si](C)(C)C (2-((1S)-1-((5-(2-Fluoro-6-methoxyphenyl)-7-((2-(trimethylsilyl)ethoxy)methyl)-7H-pyrrolo[2,3-d]pyrimidin-4-yl)amino)ethyl)-5-methyl-3-phenylpyrrolo[2,1-f][1,2,4]triazin-4(3H)-one), B(Br)(Br)Br (boron tribromide), N (ammonia). Product: FC1=C(C(=CC=C1)O)C1=CNC=2N=CN=C(C21)N[C@@H](C)C2=NN1C(C(N2C2=CC=CC=C2)=O)=C(C=C1)C (2-((1S)-1-((5-(2-Fluoro-6-hydroxyphenyl)-7H-pyrrolo[2,3-d]pyrimidin-4-yl)amino)ethyl)-5-methyl-3-phenylpyrrolo[2,1-f][1,2,4]triazin-4(3H)-one). Yield: 34.6%. RXN SMILES: [F:1][C:2]1[CH:7]=[CH:6][CH:5]=[C:4]([O:8]C)[C:3]=1[C:10]1[C:18]2[C:17]([NH:19][C@H:20]([C:22]3[N:27]([C:28]4[CH:33]=[CH:32][CH:31]=[CH:30][CH:29]=4)[C:26](=[O:34])[C:25]4=[C:35]([CH3:38])[CH:36]=[CH:37][N:24]4[N:23]=3)[CH3:21])=[N:16][CH:15]=[N:14][C:13]=2[N:12](COCC[Si](C)(C)C)[CH:11]=1.B(Br)(Br)Br.N>>[F:1][C:2]1[CH:7]=[CH:6][CH:5]=[C:4]([OH:8])[C:3]=1[C:10]1[C:18]2[C:17]([NH:19][C@H:20]([C:22]3[N:27]([C:28]4[CH:33]=[CH:32][CH:31]=[CH:30][CH:29]=4)[C:26](=[O:34])[C:25]4=[C:35]([CH3:38])[CH:36]=[CH:37][N:24]4[N:23]=3)[CH3:21])=[N:16][CH:15]=[N:14][C:13]=2[NH:12][CH:11]=1. Procedure details: 2-((1S)-1-((5-(2-Fluoro-6-methoxyphenyl)-7-((2-(trimethylsilyl)ethoxy)methyl)-7H-pyrrolo[2,3-d]pyrimidin-4-yl)amino)ethyl)-5-methyl-3-phenylpyrrolo[2,1-f][1,2,4]triazin-4(3H)-one (50 mg, 0.07 mmol) was treated with boron tribromide (1M in dichloromethane, 680 μl, 0.68 mmol) and a solution of ammonia (7N in methanol, 1 mL, 7 mmol) according to the method described in Example 41 to give 12 mg (36% yield) of the title compound as a white solid. Purity 97%. Starting materials: BrC[C@H](CC(=O)OC)O ((S)-4-Bromo-3-hydroxybutanoic acid, methyl ester), [I-].[Na+] (sodium iodide). Run in C(C)C(=O)C (methyl ethyl ketone). Reaction conditions: temperature 92 celsius, time 23 hour. The product is O[C@@H](CC(=O)OC)CI ((S)-3-Hydroxy-4-iodobutanoic acid, methyl ester). As a reaction SMILES: Br[CH2:2][C@@H:3]([OH:9])[CH2:4][C:5]([O:7][CH3:8])=[O:6].[I-:10].[Na+]>C(C(C)=O)C>[OH:9][C@H:3]([CH2:2][I:10])[CH2:4][C:5]([O:7][CH3:8])=[O:6] |f:1.2|. Procedure details: A solution of (S)-4-Bromo-3-hydroxybutanoic acid, methyl ester (14.822 g, 75.2 mmol) in methyl ethyl ketone (255 mL) was treated with anhydrous sodium iodide (56.6 g, 376 mmol). The resulting red mixture was stirred for 23 hours under argon at a bath temperature of 92° C. The solution was allowed to cool to room temperature and the solids were filtered through celite. The receiver flask was switched and the celite bed was washed with ethyl acetate (3×50 mL). The original MEK product-rich filtrat... Reactants: COC=1C=CC(=CC1)P2(=S)SP(=S)(S2)C=3C=CC(=CC3)OC (Lawesson's reagent), COC1=CC=C(C=C1)P1(SP(S1)(C1=CC=C(C=C1)OC)=S)=S (2,4-bis(4-methoxyphenyl)-1,3-dithia-2,4-diphosphetane-2,4-disulphide), C(C)(=O)NNC(=O)[C@H]1N(CCCC1)S(=O)(=O)C1=CC=C(C=C1)F (N′2-acetyl-(2S)-1-[(4-fluorophenyl)sulfonyl]-2-piperidinecarbohydrazide). The solvent is C1(=CC=CC=C1)C (toluene). The product is FC1=CC=C(C=C1)S(=O)(=O)N1[C@@H](CCCC1)C=1SC(=NN1)C (2-[(2S)-1-[(4-fluorophenyl)sulfonyl]-2-piperidyl]-5-methyl-1,3,4-thiadiazole). Reaction SMILES: COC1C=CC(P2(SP(C3C=CC(OC)=CC=3)(=S)S2)=[S:10])=CC=1.[C:23]([NH:26][NH:27][C:28]([C@@H:30]1[CH2:35][CH2:34][CH2:33][CH2:32][N:31]1[S:36]([C:39]1[CH:44]=[CH:43][C:42]([F:45])=[CH:41][CH:40]=1)(=[O:38])=[O:37])=O)(=O)[CH3:24]>C1(C)C=CC=CC=1>[F:45][C:42]1[CH:43]=[CH:44][C:39]([S:36]([N:31]2[CH2:32][CH2:33][CH2:34][CH2:35][C@H:30]2[C:28]2[S:10][C:23]([CH3:24])=[N:26][N:27]=2)(=[O:38])=[O:37])=[CH:40][CH:41]=1. Reported procedure: Lawesson's reagent (2,4-bis(4-methoxyphenyl)-1,3-dithia-2,4-diphosphetane-2,4-disulphide] (271 mg) was added to a solution of N′2-acetyl-(2S)-1-[(4-fluorophenyl)sulfonyl]-2-piperidinecarbohydrazide (192 mg) [see Preparation 39] in toluene (10 ml). The reaction mixture was heated under reflux for 3 hours and the cooled mixture was then purified by column chromatography on silica gel eluting with a solvent gradient of 0:100 changing to 30:70 (in 10% increments), by volume, hexane:ethyl acetate, to... The reactants are ClC1=NC=CC=C1Cl (2,3-dichloropyridine), CCN(C(C)C)C(C)C (DIEA), ClC=1C=C(C=CC1)S(=O)(=O)C1CCNCC1 (4-[(3-chlorophenyl)sulfonyl]piperidine). Solvent: O1CCOCC1 (1,4-dioxane). The product is ClC=1C(=NC=CC1)N1CCC(CC1)S(=O)(=O)C1=CC(=CC=C1)Cl (3-chloro-2-{4-[(3-chlorophenyl)sulfonyl]piperidin-1-yl}pyridine). The yield is 34.4%. As a reaction SMILES: [Cl:1][C:2]1[CH:3]=[C:4]([S:8]([CH:11]2[CH2:16][CH2:15][NH:14][CH2:13][CH2:12]2)(=[O:10])=[O:9])[CH:5]=[CH:6][CH:7]=1.Cl[C:18]1[C:23]([Cl:24])=[CH:22][CH:21]=[CH:20][N:19]=1.CCN(C(C)C)C(C)C>O1CCOCC1>[Cl:24][C:23]1[C:18]([N:14]2[CH2:15][CH2:16][CH:11]([S:8]([C:4]3[CH:5]=[CH:6][CH:7]=[C:2]([Cl:1])[CH:3]=3)(=[O:10])=[O:9])[CH2:12][CH2:13]2)=[N:19][CH:20]=[CH:21][CH:22]=1. Reported procedure: Using the procedure from Example 7A, 4-[(3-chlorophenyl)sulfonyl]piperidine (150 mg, 0.58 mmol) was reacted with 2,3-dichloropyridine (173 mg, 1.16 mmol), DIEA (0.3 ml, 1.74) and 1,4-dioxane (0.2 ml) to afford the title compound (74 mg), a beige solid, in 34% yield. The reactants are C1(=CC=CC=C1)COCC1COC=2C(=NC=CC2)O1 (2,3-dihydro-3-[(phenylmethoxy)methyl]-1,4-dioxino[2,3-b]pyridine), [H][H] (hydrogen). Reagents/catalysts: [Pd] (palladium-on-carbon). Run in CO (CH3OH). The product is O1C[C@@H](OC2=NC=CC=C21)CO ((S)-2,3-dihydro-1,4-dioxino[2,3-b]-pyridine-3-methanol), O1C[C@H](OC2=NC=CC=C21)CO ((R)-2,3-dihydro-1,4-dioxino[2,3-b]-pyridine-3-methanol). RXN SMILES: C1(C[O:8][CH2:9][CH:10]2[O:19][C:14]3=[N:15][CH:16]=[CH:17][CH:18]=[C:13]3[O:12][CH2:11]2)C=CC=CC=1.[H][H]>CO.[Pd]>[O:12]1[C:13]2[C:14](=[N:15][CH:16]=[CH:17][CH:18]=2)[O:19][C@@H:10]([CH2:9][OH:8])[CH2:11]1.[O:12]1[C:13]2[C:14](=[N:15][CH:16]=[CH:17][CH:18]=2)[O:19][C@H:10]([CH2:9][OH:8])[CH2:11]1. Reported procedure: A mixture of 2,3-dihydro-3-[(phenylmethoxy)methyl]-1,4-dioxino[2,3-b]pyridine (0.0638 mol) in CH3OH (250 ml) was hydrogenated with palladium-on-carbon (10%, 2 g) as a catalyst. After uptake of hydrogen (1 equivalent), the catalyst was filtered off and the filtrate was evaporated. This fraction was purified by HPLC (eluent ethanol/methanol 60/40; column: Chiralpak AD 20 μm). Two fractions were collected and the solvent was evaporated, yielding 4.06 g of (S)-2,3-dihydro-1,4-dioxino[2,3-b]-pyridine...